From a dataset of the Open Reaction Database (ORD), a public repository of structured organic reaction records. describe an organic reaction: reactants, conditions, products, and yield The reactants are CCOc1cc(NC(C)=O)nc2ccc(C=C3SC(=S)NC3=O)cc12, CI, CC#N, CCN(C(C)C)C(C)C, NCCC1CCOCC1. Product: CCOc1cc(NC(C)=O)nc2ccc(C=C3SC(NCCC4CCOCC4)=NC3=O)cc12. As a reaction SMILES: [CH2:1]([CH3:2])[O:3][c:4]1[cH:5][c:6]([NH:22][C:23]([CH3:24])=[O:25])[n:7][c:8]2[cH:9][cH:10][c:11]([CH:14]=[C:15]3[C:16](=[O:21])[NH:17][C:18](=[S:20])[S:19]3)[cH:12][c:13]12.[CH3:35][I:36].[CH3:46][C:47]#[N:48].[CH:26]([N:27]([CH:28]([CH3:29])[CH3:30])[CH2:31][CH3:32])([CH3:33])[CH3:34].[NH2:37][CH2:38][CH2:39][CH:40]1[CH2:41][CH2:42][O:43][CH2:44][CH2:45]1>>[CH2:1]([CH3:2])[O:3][c:4]1[cH:5][c:6]([NH:22][C:23]([CH3:24])=[O:25])[n:7][c:8]2[cH:9][cH:10][c:11]([CH:14]=[C:15]3[C:16](=[O:21])[N:17]=[C:18]([NH:37][CH2:38][CH2:39][CH:40]4[CH2:41][CH2:42][O:43][CH2:44][CH2:45]4)[S:19]3)[cH:12][c:13]12.